This data is from the Open Reaction Database (ORD), a public repository of structured organic reaction records. The task is: describe an organic reaction: reactants, conditions, products, and yield Starting materials: CCOP(=O)(CC#N)OCC, C1CCNCC1, CC(=O)O, Cc1ccccc1, Cn1c(C(F)(F)F)cc(=O)n(-c2cc(C=O)c(Cl)cc2F)c1=O. Yields the product CCOP(=O)(OCC)C(C#N)=Cc1cc(-n2c(=O)cc(C(F)(F)F)n(C)c2=O)c(F)cc1Cl. As a reaction SMILES: [C:1](#[N:2])[CH2:3][P:4]([O:5][CH2:6][CH3:7])(=[O:8])[O:9][CH2:10][CH3:11].[CH2:39]1[CH2:40][CH2:41][NH:42][CH2:43][CH2:44]1.[CH3:35][C:36](=[O:37])[OH:38].[CH3:45][c:46]1[cH:47][cH:48][cH:49][cH:50][cH:51]1.[Cl:12][c:13]1[c:14]([CH:15]=[O:16])[cH:17][c:18](-[n:22]2[c:23](=[O:34])[n:24]([CH3:33])[c:25]([C:29]([F:30])([F:31])[F:32])[cH:26][c:27]2=[O:28])[c:19]([F:21])[cH:20]1>>[C:1](#[N:2])[C:3]([P:4]([O:5][CH2:6][CH3:7])(=[O:8])[O:9][CH2:10][CH3:11])=[CH:15][c:14]1[c:13]([Cl:12])[cH:20][c:19]([F:21])[c:18](-[n:22]2[c:23](=[O:34])[n:24]([CH3:33])[c:25]([C:29]([F:30])([F:31])[F:32])[cH:26][c:27]2=[O:28])[cH:17]1. Reaction conditions: temperature 75 celsius, time 2 hour. Procedure details: A mixture of 5 g of 8-hydroxy-3-methyl-4-oxo-2-phenyl-4H-1-benzopyran, 4.2 g of anhydrous potassium carbonate and 43.6 g of 1,4-dibromobutane in 45 ml of dimethylformamide was stirred at 75° C. for 2 hours. The mixture was cooled to 20°-25° C., poured into 100 ml of water and extracted with dichloromethane. The organic solution was washed with aqueous sodium chloride solution and dried on anhydrous sodium sulfate. The solvents and excess 1,4-dibromobutane were evaporated off in vacuo. The residu... Yields the product BrCCCCOC1=CC=CC=2C(C(=C(OC21)C2=CC=CC=C2)C)=O (8-(4-Bromobutoxy)-3-methyl-4-oxo-2-phenyl-4H-1-benzopyran). Run in CN(C=O)C (dimethylformamide). As a reaction SMILES: [OH:1][C:2]1[C:11]2[O:10][C:9]([C:12]3[CH:17]=[CH:16][CH:15]=[CH:14][CH:13]=3)=[C:8]([CH3:18])[C:7](=[O:19])[C:6]=2[CH:5]=[CH:4][CH:3]=1.C(=O)([O-])[O-].[K+].[K+].[Br:26][CH2:27][CH2:28][CH2:29][CH2:30]Br.O>CN(C)C=O>[Br:26][CH2:27][CH2:28][CH2:29][CH2:30][O:1][C:2]1[C:11]2[O:10][C:9]([C:12]3[CH:13]=[CH:14][CH:15]=[CH:16][CH:17]=3)=[C:8]([CH3:18])[C:7](=[O:19])[C:6]=2[CH:5]=[CH:4][CH:3]=1 |f:1.2.3|. The yield is 73.0%. Starting materials: O (water), OC1=CC=CC=2C(C(=C(OC21)C2=CC=CC=C2)C)=O (8-hydroxy-3-methyl-4-oxo-2-phenyl-4H-1-benzopyran), C([O-])([O-])=O.[K+].[K+] (potassium carbonate), BrCCCCBr (1,4-dibromobutane).